Task: describe an organic reaction: reactants, conditions, products, and yield. Dataset: the Open Reaction Database (ORD), a public repository of structured organic reaction records Reactants: CCOC=C(C(=O)OCC)C(=O)OCC, COC(=O)c1c(C)csc1N. The product is CCOC(=O)C(=CNc1scc(C)c1C(=O)OC)C(=O)OCC. RXN SMILES: [CH2:12]([O:13][CH:15]=[C:16]([C:17](=[O:18])[O:19][CH2:20][CH3:21])[C:22](=[O:23])[O:24][CH2:25][CH3:26])[CH3:14].[NH2:1][c:2]1[s:3][cH:4][c:5]([CH3:11])[c:6]1[C:7](=[O:8])[O:9][CH3:10]>>[NH:1]([c:2]1[s:3][cH:4][c:5]([CH3:11])[c:6]1[C:7](=[O:8])[O:9][CH3:10])[CH:15]=[C:16]([C:17](=[O:18])[O:19][CH2:20][CH3:21])[C:22](=[O:23])[O:24][CH2:25][CH3:26]. The reactants are [H-].[Na+] (sodium hydride), [Cl-].[NH4+] (ammonium chloride), C1(C=2C(C(N1CC(=O)N1C3=C(NC(C4C1CCC4)=O)C=CC=C3)=O)=CC=CC2)=O (4-(phthalimidoacetyl)-2,3,3a,4,9,10a-hexahydrobenzo[b]cyclopenta[e][1,4]diazepin-10(1H)-one), COC1=C(CBr)C=CC=C1 (2-methoxybenzyl bromide). Run in CN(C=O)C (N,N-dimethylformamide), O (water). Run at time 10 minute. Yields the product COC1=C(CN2C3=C(N(C4C(C2=O)CCC4)C(CN4C(C=2C(C4=O)=CC=CC2)=O)=O)C=CC=C3)C=CC=C1 (9-(2-Methoxybenzyl)-4-(phthalimidoacetyl)-2,3,3a,4,9,10a-hexahydrobenzo[b]cyclopenta[e][1,4]diazepin-10(1H)-one). Yield: 45.9%. Reaction SMILES: [C:1]1(=[O:29])[N:5]([CH2:6][C:7]([N:9]2[CH:15]3[CH2:16][CH2:17][CH2:18][CH:14]3[C:13](=[O:19])[NH:12][C:11]3[CH:20]=[CH:21][CH:22]=[CH:23][C:10]2=3)=[O:8])[C:4](=[O:24])[C:3]2=[CH:25][CH:26]=[CH:27][CH:28]=[C:2]12.[H-].[Na+].[CH3:32][O:33][C:34]1[CH:41]=[CH:40][CH:39]=[CH:38][C:35]=1[CH2:36]Br.[Cl-].[NH4+]>CN(C)C=O.O>[CH3:32][O:33][C:34]1[CH:41]=[CH:40][CH:39]=[CH:38][C:35]=1[CH2:36][N:12]1[C:13](=[O:19])[CH:14]2[CH2:18][CH2:17][CH2:16][CH:15]2[N:9]([C:7](=[O:8])[CH2:6][N:5]2[C:4](=[O:24])[C:3]3=[CH:25][CH:26]=[CH:27][CH:28]=[C:2]3[C:1]2=[O:29])[C:10]2[CH:23]=[CH:22][CH:21]=[CH:20][C:11]1=2 |f:1.2,4.5|. Procedure details: To a suspension of 4-(phthalimidoacetyl)-2,3,3a,4,9,10a-hexahydrobenzo[b]cyclopenta[e][1,4]diazepin-10(1H)-one (389 mg, 1.0 mmol) in N,N-dimethylformamide (3 mL) was added sodium hydride (60% liquid paraffin dispersion, 44 mg, 1.1 mmol). The mixture was stirred for 10 minutes at room temperature. To this mixture was added 2-methoxybenzyl bromide (241 mg, 1.2 mmol), which was stirred for 90 minutes at room temperature. To the reaction mixture was added a saturated aqueous solution of ammonium chl...